From a dataset of the Open Reaction Database (ORD), a public repository of structured organic reaction records. describe an organic reaction: reactants, conditions, products, and yield The reactants are OCCBr, O=C([O-])[O-], CN(C)C=O, [K+], [K+], N#Cc1c(N2CCc3ccccc3CC2)nc[nH]c1=O. Product: N#Cc1c(N2CCc3ccccc3CC2)ncn(CCO)c1=O. Reaction SMILES: [Br:21][CH2:22][CH2:23][OH:24].[C:25](=[O:26])([O-:27])[O-:28].[CH3:31][N:32]([CH3:33])[CH:34]=[O:35].[K+:29].[K+:30].[O:1]=[c:2]1[c:3]([C:19]#[N:20])[c:4]([N:8]2[CH2:9][CH2:10][c:11]3[c:12]([cH:15][cH:16][cH:17][cH:18]3)[CH2:13][CH2:14]2)[n:5][cH:6][nH:7]1>>[O:1]=[c:2]1[c:3]([C:19]#[N:20])[c:4]([N:8]2[CH2:9][CH2:10][c:11]3[c:12]([cH:15][cH:16][cH:17][cH:18]3)[CH2:13][CH2:14]2)[n:5][cH:6][n:7]1[CH2:22][CH2:23][OH:24].